Dataset: the Open Reaction Database (ORD), a public repository of structured organic reaction records. Task: describe an organic reaction: reactants, conditions, products, and yield The reactants are CS(=O)(=O)Cl (methanesulfonyl chloride), CC1(N(C(N(C1=O)C1=CC(=C(C#N)C=C1)C(F)(F)F)=O)CCCCO)C (4-(4,4-dimethyl 2,5-dioxo 3-(4-hydroxy butyl) 1-imidazolidinyl) 2-(trifluoromethyl) benzonitrile). The reagents and catalysts are CN(C1=CC=NC=C1)C (4-dimethylamino-pyridine). Solvent: N1=CC=CC=C1 (pyridine). The product is CS(=O)(=O)OCCCCN1C(N(C(C1(C)C)=O)C1=CC(=C(C#N)C=C1)C(F)(F)F)=O (4-[3-[4-[(methylsulphonyl) oxy] butyl] 4,4-dimethyl 2,5-dioxo 1-imidazolidinyl] 2-(trifluoromethyl) benzonitrile). Reaction SMILES: [CH3:1][S:2](Cl)(=[O:4])=[O:3].[CH3:6][C:7]1([CH3:31])[C:11](=[O:12])[N:10]([C:13]2[CH:20]=[CH:19][C:16]([C:17]#[N:18])=[C:15]([C:21]([F:24])([F:23])[F:22])[CH:14]=2)[C:9](=[O:25])[N:8]1[CH2:26][CH2:27][CH2:28][CH2:29][OH:30]>N1C=CC=CC=1.CN(C)C1C=CN=CC=1>[CH3:1][S:2]([O:30][CH2:29][CH2:28][CH2:27][CH2:26][N:8]1[C:7]([CH3:31])([CH3:6])[C:11](=[O:12])[N:10]([C:13]2[CH:20]=[CH:19][C:16]([C:17]#[N:18])=[C:15]([C:21]([F:22])([F:23])[F:24])[CH:14]=2)[C:9]1=[O:25])(=[O:4])=[O:3]. Reported procedure: 0.17 ml of methanesulfonyl chloride were added to 740 mg of the product of Example 58 in solution in 7.4 ml of pyridine and 24 mg of 4-dimethylamino-pyridine and the mixture was stirred for one hour. The mixture was poured into ice-cooled water and extraction was carried out with methylene chloride. The extracts were washed with water and the residual pyridine was eliminated by distillation. The residue was chromatographed on silica (eluant: methylene chloride-ethyl acetate 8-2) to obtain 771 mg... RXN SMILES: [CH2:1]([c:2]1[cH:3][cH:4][cH:5][cH:6][cH:7]1)[O:8][c:9]1[c:10]([O:20][CH3:21])[cH:11][c:12]2[c:13]([Cl:19])[n:14][cH:15][n:16][c:17]2[cH:18]1.[CH3:39][CH2:40][CH2:41][CH2:42][N+:43]([CH2:44][CH2:45][CH2:46][CH3:47])([CH2:48][CH2:49][CH2:50][CH3:51])[CH2:52][CH2:53][CH2:54][CH3:55].[CH3:56][C:57](=[O:58])[CH3:59].[CH:34]([Cl:35])([Cl:36])[Cl:37].[Cl-:38].[ClH:22].[NH2:23][c:24]1[c:25]([Cl:31])[cH:26][c:27]([OH:30])[cH:28][cH:29]1.[Na+:33].[OH-:32].[OH2:60]>>[CH2:1]([c:2]1[cH:3][cH:4][cH:5][cH:6][cH:7]1)[O:8][c:9]1[c:10]([O:20][CH3:21])[cH:11][c:12]2[c:13]([O:30][c:27]3[cH:26][c:25]([Cl:31])[c:24]([NH2:23])[cH:29][cH:28]3)[n:14][cH:15][n:16][c:17]2[cH:18]1. Reactants: COc1cc2c(Cl)ncnc2cc1OCc1ccccc1, CCCC[N+](CCCC)(CCCC)CCCC, CC(C)=O, ClC(Cl)Cl, [Cl-], Cl, Nc1ccc(O)cc1Cl, [Na+], [OH-], O. Product: COc1cc2c(Oc3ccc(N)c(Cl)c3)ncnc2cc1OCc1ccccc1. Reactants: ClC(=O)OCCCCCCCCCC (decanyl chloroformate), FC1=CC=C2C(=NNC2=C1)N1CCN(CC1)CCN1C(C=2C(C1=O)=CC=CC2)=O (N-[2-[4-(6-fluoro-1H-indazol-3-yl)-1-piperazinyl]ethyl]phthalimide). Run in CCOCC (ether). The product is Cl.C1(C=2C(C(N1)=O)=CC=CC2)=O (phthalimide hydrochloride). As a reaction SMILES: [Cl:1]C(OCCCCCCCCCC)=O.FC1C=C2C(C(N3CCN(CC[N:33]4[C:37](=[O:38])[C:36]5=[CH:39][CH:40]=[CH:41][CH:42]=[C:35]5[C:34]4=[O:43])CC3)=NN2)=CC=1>CCOCC>[ClH:1].[C:37]1(=[O:38])[NH:33][C:34](=[O:43])[C:35]2=[CH:42][CH:41]=[CH:40][CH:39]=[C:36]12 |f:3.4|. Procedure: A mixture of decanyl chloroformate (2.4 g, 11 mmol), and N-[2-[4-(6-fluoro-1H-indazol-3-yl)-1-piperazinyl]ethyl]phthalimide (3.9 g, 10 mmol) was warmed on the steam bath for 15 minutes. The reaction was allowed to cool to ambient temperature, and then ether was added to the residue. The resulting solid was filtered to afford N-2-[4-(1-decanoxy-6-fluoro-1 H-indazol-3-yl)-1-piperazinyl]ethyl]phthalimide hydrochloride. Reactants: C(CCC)C1=NC2=C(N1CC1=CC=C(C=C1)C=1C(=CC=CC1)C(=O)OC(C)(C)C)C=C(C=C2)NC(=S)NC2CCCCC2 (tert.butyl 4'-[(2-n-butyl-6-cyclohexylaminothiocarbonylamino-benzimidazol-1-yl)-methyl]biphenyl-2-carboxylate), FC(C(=O)O)(F)F (trifluoroacetic acid). The product is C(CCC)C1=NC2=C(N1CC1=CC=C(C=C1)C=1C(=CC=CC1)C(=O)O)C=C(C=C2)NC(=S)NC2CCCCC2 (4'-[(2-n-Butyl-6-cyclohexylaminothiocarbonylamino-benzimidazol-1-yl)-methyl]biphenyl-2-carboxylic acid). As a reaction SMILES: [CH2:1]([C:5]1[N:9]([CH2:10][C:11]2[CH:16]=[CH:15][C:14]([C:17]3[C:18]([C:23]([O:25]C(C)(C)C)=[O:24])=[CH:19][CH:20]=[CH:21][CH:22]=3)=[CH:13][CH:12]=2)[C:8]2[CH:30]=[C:31]([NH:34][C:35]([NH:37][CH:38]3[CH2:43][CH2:42][CH2:41][CH2:40][CH2:39]3)=[S:36])[CH:32]=[CH:33][C:7]=2[N:6]=1)[CH2:2][CH2:3][CH3:4].FC(F)(F)C(O)=O>>[CH2:1]([C:5]1[N:9]([CH2:10][C:11]2[CH:16]=[CH:15][C:14]([C:17]3[C:18]([C:23]([OH:25])=[O:24])=[CH:19][CH:20]=[CH:21][CH:22]=3)=[CH:13][CH:12]=2)[C:8]2[CH:30]=[C:31]([NH:34][C:35]([NH:37][CH:38]3[CH2:43][CH2:42][CH2:41][CH2:40][CH2:39]3)=[S:36])[CH:32]=[CH:33][C:7]=2[N:6]=1)[CH2:2][CH2:3][CH3:4]. Procedure details: Prepared in analogous manner to Example 9 from tert.butyl 4'-[(2-n-butyl-6-cyclohexylaminothiocarbonylamino-benzimidazol-1-yl)-methyl]biphenyl-2-carboxylate and trifluoroacetic acid. Reactants: CC(=O)[O-], [Cl-], Cc1cc(Nc2ccc([N+](=O)[O-])c(NC(CO)c3ccc(F)cc3)n2)n[nH]1, [NH4+], [NH4+], [Zn]. Product: Cc1cc(Nc2ccc(N)c(NC(CO)c3ccc(F)cc3)n2)n[nH]1. RXN SMILES: [CH3:31][C:32](=[O:33])[O-:34].[Cl-:1].[F:3][c:4]1[cH:5][cH:6][c:7]([CH:10]([CH2:11][OH:12])[NH:13][c:14]2[n:15][c:16]([NH:23][c:24]3[n:25][nH:26][c:27]([CH3:29])[cH:28]3)[cH:17][cH:18][c:19]2[N+:20]([O-:21])=[O:22])[cH:8][cH:9]1.[NH4+:2].[NH4+:30].[Zn:35]>>[F:3][c:4]1[cH:5][cH:6][c:7]([CH:10]([CH2:11][OH:12])[NH:13][c:14]2[n:15][c:16]([NH:23][c:24]3[n:25][nH:26][c:27]([CH3:29])[cH:28]3)[cH:17][cH:18][c:19]2[NH2:20])[cH:8][cH:9]1.